Dataset: the Open Reaction Database (ORD), a public repository of structured organic reaction records. Task: describe an organic reaction: reactants, conditions, products, and yield Starting materials: Brc1cc(Br)cc(Oc2cccnc2)c1, CN(C)C=O, CC(=O)O, CCCCCC, [Li]C(C)CC. The product is O=Cc1cc(Br)cc(Oc2cccnc2)c1. As a reaction SMILES: [Br:6][c:7]1[cH:8][c:9]([O:10][c:11]2[cH:12][n:13][cH:14][cH:15][cH:16]2)[cH:17][c:18]([Br:20])[cH:19]1.[CH3:21][N:22]([CH:23]=[O:24])[CH3:25].[CH3:26][C:27](=[O:28])[OH:29].[CH3:30][CH2:31][CH2:32][CH2:33][CH2:34][CH3:35].[CH:1]([Li:2])([CH2:3][CH3:4])[CH3:5]>>[c:7]1([CH:23]=[O:24])[cH:8][c:9]([O:10][c:11]2[cH:12][n:13][cH:14][cH:15][cH:16]2)[cH:17][c:18]([Br:20])[cH:19]1. The reactants are CC(=O)C1=CCCC1, CO, O. Product: CC(=O)C12CCCC1O2. Reaction SMILES: [C:1]([CH3:2])(=[O:3])[C:4]1=[CH:5][CH2:6][CH2:7][CH2:8]1.[CH3:9][OH:10].[OH2:11]>>[C:1]([CH3:2])(=[O:3])[C:4]12[CH:5]([CH2:6][CH2:7][CH2:8]1)[O:10]2.